This data is from the Open Reaction Database (ORD), a public repository of structured organic reaction records. The task is: describe an organic reaction: reactants, conditions, products, and yield Reactants: C(C1=CC=CC=C1)(=O)N1CCN(C2=CC=C(C=C12)C(CC(=O)OCC)C)C(CC1=CC(=C(C=C1)NC(=O)NC1=C(C=CC=C1)C)OC)=O (ethyl 3-(4-benzoyl-1-{[3-methoxy-4-(3-o-tolyl-ureido)-phenyl]-acetyl}-1,2,3,4-tetrahydro-quinoxalin-6-yl)-butanoate), [OH-].[Na+] (sodium hydroxide). Solvent: CO (methanol). Conditions: temperature 40 celsius. Product: C(C1=CC=CC=C1)(=O)N1CCN(C2=CC=C(C=C12)C(CC(=O)O)C)C(CC1=CC(=C(C=C1)NC(=O)NC1=C(C=CC=C1)C)OC)=O (3-(4-Benzoyl-1-{[3-methoxy-4-(3-o-tolyl-ureido)-phenyl]-acetyl}-1,2,3,4-tetrahydro -quinoxalin-6-yl)-butyric acid). Yield: 12.6%. Reaction SMILES: [C:1]([N:9]1[C:18]2[C:13](=[CH:14][CH:15]=[C:16]([CH:19]([CH3:26])[CH2:20][C:21]([O:23]CC)=[O:22])[CH:17]=2)[N:12]([C:27](=[O:48])[CH2:28][C:29]2[CH:34]=[CH:33][C:32]([NH:35][C:36]([NH:38][C:39]3[CH:44]=[CH:43][CH:42]=[CH:41][C:40]=3[CH3:45])=[O:37])=[C:31]([O:46][CH3:47])[CH:30]=2)[CH2:11][CH2:10]1)(=[O:8])[C:2]1[CH:7]=[CH:6][CH:5]=[CH:4][CH:3]=1.[OH-].[Na+]>CO>[C:1]([N:9]1[C:18]2[C:13](=[CH:14][CH:15]=[C:16]([CH:19]([CH3:26])[CH2:20][C:21]([OH:23])=[O:22])[CH:17]=2)[N:12]([C:27](=[O:48])[CH2:28][C:29]2[CH:34]=[CH:33][C:32]([NH:35][C:36]([NH:38][C:39]3[CH:44]=[CH:43][CH:42]=[CH:41][C:40]=3[CH3:45])=[O:37])=[C:31]([O:46][CH3:47])[CH:30]=2)[CH2:11][CH2:10]1)(=[O:8])[C:2]1[CH:3]=[CH:4][CH:5]=[CH:6][CH:7]=1 |f:1.2|. Procedure: A stirred solution of ethyl 3-(4-benzoyl-1-{[3-methoxy-4-(3-o-tolyl-ureido)-phenyl]-acetyl}-1,2,3,4-tetrahydro-quinoxalin-6-yl)-butanoate [0.124 g, Reference Example 16(a)] in methanol (5 ml) was treated with sodium hydroxide solution (764 μl, 15%). The resulting mixture was heated to reflux for 30 minutes, then cooled to 40° C. and then evaporated (40 mbar, 40° C.). The residue was treated with distilled water (40 ml) and the aqueous solution was washed three times with ether (20 ml), then trea... The reactants are FC1=C(N)C=CC(=C1)B1OC(C(O1)(C)C)(C)C (2-fluoro-4-(4,4,5,5-tetramethyl-1,3,2-dioxaborolan-2-yl)aniline), FC1=C(C=C(C=C1)C(F)(F)F)N=C=O (1-fluoro-2-isocyanato-4-(trifluoromethyl)benzene). Run in ClCCCl (1,2-dichloroethane). Conditions: time 8 hour. Yields the product FC1=C(C=CC(=C1)B1OC(C(O1)(C)C)(C)C)NC(=O)NC1=C(C=CC(=C1)C(F)(F)F)F (1-[2-fluoro-4-(4,4,5,5-tetramethyl-1,3,2-dioxaborolan-2-yl)phenyl]-3-[2-fluoro-5-(trifluoromethyl)phenyl]urea). Isolated yield 61.3%. RXN SMILES: [F:1][C:2]1[CH:8]=[C:7]([B:9]2[O:13][C:12]([CH3:15])([CH3:14])[C:11]([CH3:17])([CH3:16])[O:10]2)[CH:6]=[CH:5][C:3]=1[NH2:4].[F:18][C:19]1[CH:24]=[CH:23][C:22]([C:25]([F:28])([F:27])[F:26])=[CH:21][C:20]=1[N:29]=[C:30]=[O:31]>ClCCCl>[F:1][C:2]1[CH:8]=[C:7]([B:9]2[O:13][C:12]([CH3:15])([CH3:14])[C:11]([CH3:17])([CH3:16])[O:10]2)[CH:6]=[CH:5][C:3]=1[NH:4][C:30]([NH:29][C:20]1[CH:21]=[C:22]([C:25]([F:26])([F:28])[F:27])[CH:23]=[CH:24][C:19]=1[F:18])=[O:31]. Procedure details: To a solution of 2-fluoro-4-(4,4,5,5-tetramethyl-1,3,2-dioxaborolan-2-yl)aniline (7.65 g, 32.3 mmol, 1 eq) in 1,2-dichloroethane (76.5 mL) was added 1-fluoro-2-isocyanato-4-(trifluoromethyl)benzene (4.9 ml, 33.9 mmol, 1.05 eq). The reaction was allowed to stir overnight. White solids precipitated from the reaction mixture and were filtered and washed with hexanes (3×). The solids were dried under vacuum to obtain 8.75 g (61.3% yield) of the desired product. 1H-NMR (DMSO-d6) δ 9.45 (d, J=2.7 Hz, ... Starting materials: COC(CCCC(=O)C1=CC=C(C=C1)Br)=O (5-(4-bromophenyl)-5-oxopentanoic acid methyl ester), [H-].[H-].[H-].[H-].[Li+].[Al+3] (LiAlH4). Product: BrC1=CC=C(C=C1)C(CCCCO)O (1-(4-bromophenyl)-pentane-1,5-diol). Isolated yield 80.6%. As a reaction SMILES: C[O:2][C:3](=O)[CH2:4][CH2:5][CH2:6][C:7]([C:9]1[CH:14]=[CH:13][C:12]([Br:15])=[CH:11][CH:10]=1)=[O:8].[H-].[H-].[H-].[H-].[Li+].[Al+3]>>[Br:15][C:12]1[CH:11]=[CH:10][C:9]([CH:7]([OH:8])[CH2:6][CH2:5][CH2:4][CH2:3][OH:2])=[CH:14][CH:13]=1 |f:1.2.3.4.5.6|. Procedure: Using the procedure described in Preparation 3, 5-(4-bromophenyl)-5-oxopentanoic acid methyl ester (12.8 g, 45 mmol) (Preparation 12) was reduced with LiAlH4 (3.4 g, 90 mmol) to yield 1-(4-bromophenyl)-pentane-1,5-diol (9.4 g) as a yellow oil. 1H NMR (CDCl3): 7.42 (2H, d, J=8.3 Hz), 7.15 (2H, d, J=8.3 Hz), 4.56 (1H, m), 3.63 (1H, br s), 3.45-3.6 (2H, m), 2.96 (1H, br s), 1.25-1.9 (6H, m). The reactants are O1[C@H](C(=O)OC)[C@H]1CCCCCCCCCCCCCCC (methyl (2S,3R)-2,3-epoxyoctadecanoate), [BH4-].[Na+] (NaBH4). The solvent is O1CCCC1 (tetrahydrofuran), O1CCCC1 (tetrahydrofuran). The product is O1[C@H](CO)[C@H]1CCCCCCCCCCCCCCC ((2R,3R)-2,3-epoxyoctadecanol). The yield is 75.0%. As a reaction SMILES: [O:1]1[C@H:7]([CH2:8][CH2:9][CH2:10][CH2:11][CH2:12][CH2:13][CH2:14][CH2:15][CH2:16][CH2:17][CH2:18][CH2:19][CH2:20][CH2:21][CH3:22])[C@H:2]1[C:3](OC)=[O:4].[BH4-].[Na+]>O1CCCC1>[O:1]1[C@H:7]([CH2:8][CH2:9][CH2:10][CH2:11][CH2:12][CH2:13][CH2:14][CH2:15][CH2:16][CH2:17][CH2:18][CH2:19][CH2:20][CH2:21][CH3:22])[C@H:2]1[CH2:3][OH:4] |f:1.2|. Procedure details: In 500 ml of tetrahydrofuran were suspended 62.4 g (0.2 mol) of the methyl (2S,3R)-2,3-epoxyoctadecanoate (V-1) prepared in Example 3-(3) and 7.4 g (0.2 mol) of NaBH4, followed by heat refluxing for 3 hours. After confirming disappearance of the compound (V-1) by TLC, tetrahydrofuran was evaporated. To the residue were added 20 ml of water and then 500 ml of a saturated ammonium chloride aqueous solution to adjust to pH 5 to 6, and the mixture was extracted with 500 ml of ethyl acetate. After dr... Reactants: C(C1=CC=CC=C1)OC1=C(C(=CC(=C1)F)F)[N+](=O)[O-] (2-Benzyloxy-4,6-difluoronitrobenzene). Reagents/catalysts: [Pt] (platinum on carbon). Run in CCOC(=O)C (EtOAc). Product: C(C1=CC=CC=C1)OC1=C(N)C(=CC(=C1)F)F (2-Benzyloxy-4,6-difluoroaniline). RXN SMILES: [CH2:1]([O:8][C:9]1[CH:14]=[C:13]([F:15])[CH:12]=[C:11]([F:16])[C:10]=1[N+:17]([O-])=O)[C:2]1[CH:7]=[CH:6][CH:5]=[CH:4][CH:3]=1>CCOC(C)=O.[Pt]>[CH2:1]([O:8][C:9]1[CH:14]=[C:13]([F:15])[CH:12]=[C:11]([F:16])[C:10]=1[NH2:17])[C:2]1[CH:3]=[CH:4][CH:5]=[CH:6][CH:7]=1. Procedure details: 2-Benzyloxy-4,6-difluoronitrobenzene (1.0 g, 3.77 mmol) is reduced in EtOAc (18 mL) and 100 mg of 5% platinum on carbon under a hydrogen balloon for 6 h. The mixture is filtered through Celite and solvent removed under reduced pressure. The residue is purified by column chromatography to give a yellow liquid as the title compound.